This data is from the Open Reaction Database (ORD), a public repository of structured organic reaction records. The task is: describe an organic reaction: reactants, conditions, products, and yield Reactants: C(C)(C)(C)OC(NC1=C(C=C(C(=C1)N(CCC)C)C(F)(F)F)N)=O ([2-amino-5-(methyl-propyl-amino)-4-trifluoromethyl-phenyl]-carbamic acid tert-butyl ester), C(C)(C)(C)OC(CC(C1=CC(=CC=C1)N1N=NC=C1COC1OCCCC1)=O)=O ((RS)-3-oxo-3-{3-[5-(tetrahydro-pyran-2-yloxymethyl)-[1,2,3]triazol-1-yl]-phenyl}-propionic acid tert-butyl ester). Yields the product C(C)(C)(C)OC(NC1=C(C=C(C(=C1)N(CCC)C)C(F)(F)F)NC(CC(C1=CC(=CC=C1)N1N=NC=C1COC1OCCCC1)=O)=O)=O ((RS)-[5-(Methyl-propyl-amino)-2-(3-oxo-3-{3-[5-(tetrahydro-pyran-2-yloxymethyl)-[1,2,3]triazol-1-yl]-phenyl}-propionylamino)-4-trifluoromethyl-phenyl]-carbamic acid tert-butyl ester), foam. Yield: 20.0%. Reaction SMILES: [C:1]([O:5][C:6](=[O:24])[NH:7][C:8]1[CH:13]=[C:12]([N:14]([CH3:18])[CH2:15][CH2:16][CH3:17])[C:11]([C:19]([F:22])([F:21])[F:20])=[CH:10][C:9]=1[NH2:23])([CH3:4])([CH3:3])[CH3:2].C([O:29][C:30](=O)[CH2:31][C:32](=[O:52])[C:33]1[CH:38]=[CH:37][CH:36]=[C:35]([N:39]2[C:43]([CH2:44][O:45][CH:46]3[CH2:51][CH2:50][CH2:49][CH2:48][O:47]3)=[CH:42][N:41]=[N:40]2)[CH:34]=1)(C)(C)C>>[C:1]([O:5][C:6](=[O:24])[NH:7][C:8]1[CH:13]=[C:12]([N:14]([CH3:18])[CH2:15][CH2:16][CH3:17])[C:11]([C:19]([F:22])([F:21])[F:20])=[CH:10][C:9]=1[NH:23][C:30](=[O:29])[CH2:31][C:32](=[O:52])[C:33]1[CH:38]=[CH:37][CH:36]=[C:35]([N:39]2[C:43]([CH2:44][O:45][CH:46]3[CH2:51][CH2:50][CH2:49][CH2:48][O:47]3)=[CH:42][N:41]=[N:40]2)[CH:34]=1)([CH3:2])([CH3:3])[CH3:4]. Procedure: The title compound was prepared from [2-amino-5-(methyl-propyl-amino)-4-trifluoromethyl-phenyl]-carbamic acid tert-butyl ester (Example J35) (380 mg, 1.09 mmol) and (RS)-3-oxo-3-{3-[5-(tetrahydro-pyran-2-yloxymethyl)-[1,2,3]triazol-1-yl]-phenyl}-propionic acid tert-butyl ester (Example K5) (439 mg, 1.09 mmol) according to the general procedure M. Obtained as a red foam (150 mg, 20%). Reactants: crude product, ClC=1N=C(C2=C(N1)C=C(S2)C=O)N2CCOCC2 (2-Chloro-4-morpholin-4-yl-thieno[3,2-d]pyrimidine-6-carbaldehyde), C(C(=O)Cl)(=O)Cl (oxalyl chloride), COCCN (2-methoxyethylamine), CN(C=O)C (dimethylformamide). Run in ClCCl (dichloromethane), ClCCl (dichloromethane), ClCCl (dichloromethane), C(C)N(CC)CC (triethylamine). Conditions: time 8 hour. Product: COCCNC(=O)C1=CC=2N=C(N=C(C2S1)N1CCOCC1)C (2-Methyl-4-morpholin-4-yl-thieno[3,2-d]pyrimidine-6-carboxylic acid (2-methoxy-ethyl)-amide). As a reaction SMILES: Cl[C:2]1[N:3]=[C:4]([N:13]2[CH2:18][CH2:17][O:16][CH2:15][CH2:14]2)[C:5]2[S:10][C:9]([CH:11]=[O:12])=[CH:8][C:6]=2[N:7]=1.[C:19](Cl)(=O)C(Cl)=O.CN(C)C=O.[CH3:30][O:31][CH2:32][CH2:33][NH2:34]>ClCCl.C(N(CC)CC)C>[CH3:30][O:31][CH2:32][CH2:33][NH:34][C:11]([C:9]1[S:10][C:5]2[C:4]([N:13]3[CH2:18][CH2:17][O:16][CH2:15][CH2:14]3)=[N:3][C:2]([CH3:19])=[N:7][C:6]=2[CH:8]=1)=[O:12]. Procedure details: To 2-Chloro-4-morpholin-4-yl-thieno[3,2-d]pyrimidine-6-carbaldehyde 10 in dichloromethane (2 ml) was added 2M oxalyl chloride solution in dichloromethane (0.75 ml) followed by 2 microdrops of dimethylformamide. The reaction mixture was stirred at room temperature overnight. The solvent was removed in vacuo to give a crude product. This crude product was stirred in dichloromethane (5 ml) and to it was added 2-methoxyethylamine (34.84) and triethylamine (61.5 μL). The reaction mixture was stirred ... Product: O=CC(=O)c1cccc(N2CCCC2=O)c1. Reactants: CC(=O)c1cccc(N2CCCC2=O)c1, O=[Se]=O. RXN SMILES: [C:1]([CH3:2])(=[O:3])[c:4]1[cH:5][c:6]([N:10]2[C:11](=[O:15])[CH2:12][CH2:13][CH2:14]2)[cH:7][cH:8][cH:9]1.[Se:16](=[O:17])=[O:18]>>[C:1]([CH:2]=[O:17])(=[O:3])[c:4]1[cH:5][c:6]([N:10]2[C:11](=[O:15])[CH2:12][CH2:13][CH2:14]2)[cH:7][cH:8][cH:9]1. Reactants: CN(C)C(=O)C1CC(C)(C)Oc2ccc([N+](=O)[O-])cc21, COc1ccc(P2(=S)SP(=S)(c3ccc(OC)cc3)S2)cc1, c1ccccc1. Product: CN(C)C(=S)C1CC(C)(C)Oc2ccc([N+](=O)[O-])cc21. As a reaction SMILES: [CH3:1][N:2]([C:3](=[O:4])[CH:5]1[CH2:6][C:7]([CH3:18])([CH3:19])[O:8][c:9]2[c:10]1[cH:11][c:12]([N+:15](=[O:16])[O-:17])[cH:13][cH:14]2)[CH3:20].[CH3:21][O:22][c:23]1[cH:24][cH:25][c:26]([P:27]2(=[S:30])[S:28][P:29]([c:31]3[cH:32][cH:33][c:34]([O:35][CH3:36])[cH:37][cH:38]3)(=[S:39])[S:40]2)[cH:41][cH:42]1.[cH:43]1[cH:44][cH:45][cH:46][cH:47][cH:48]1>>[CH3:1][N:2]([C:3]([CH:5]1[CH2:6][C:7]([CH3:18])([CH3:19])[O:8][c:9]2[c:10]1[cH:11][c:12]([N+:15](=[O:16])[O-:17])[cH:13][cH:14]2)=[S:30])[CH3:20].